The task is: describe an organic reaction: reactants, conditions, products, and yield. This data is from the Open Reaction Database (ORD), a public repository of structured organic reaction records. Starting materials: C(C)(C)C=1C(NC(NC1SC1=CC(=CC(=C1)C)C)=O)=O (5-Isopropyl-6-(3,5-dimethylphenyl)thio-2,4-pyrimidinedione), C1(=CC=C(C=C1)S(=O)(=O)OCC1CCCCC1)C ((cyclohexyl)methyl para-toluenesulfonate). Yields the product C1(CCCCC1)CN1C(NC(C(=C1SC1=CC(=CC(=C1)C)C)C(C)C)=O)=O (1-(Cyclohexyl)methyl-5-isopropyl-6-(3,5-dimethylphenyl)thio-2,4-pyrimidinedione). Yield: 54.3%. As a reaction SMILES: [CH:1]([C:4]1[C:5](=[O:20])[NH:6][C:7](=[O:19])[NH:8][C:9]=1[S:10][C:11]1[CH:16]=[C:15]([CH3:17])[CH:14]=[C:13]([CH3:18])[CH:12]=1)([CH3:3])[CH3:2].[C:21]1([CH3:38])[CH:26]=[CH:25][C:24](S(OCC2CCCCC2)(=O)=O)=[CH:23][CH:22]=1>>[CH:21]1([CH2:38][N:8]2[C:9]([S:10][C:11]3[CH:12]=[C:13]([CH3:18])[CH:14]=[C:15]([CH3:17])[CH:16]=3)=[C:4]([CH:1]([CH3:3])[CH3:2])[C:5](=[O:20])[NH:6][C:7]2=[O:19])[CH2:26][CH2:25][CH2:24][CH2:23][CH2:22]1. Reported procedure: 5-Isopropyl-6-(3,5-dimethylphenyl)thio-2,4-pyrimidinedione and (cyclohexyl)methyl para-toluenesulfonate were reacted by the same way with the example 1 to obtain the titled compound (210 mg, yield: 54.3%). Product: COC([C@H](CC(C)C)N1C(C=C(C1)OC1=C(C(=CC=C1F)OCC)F)=O)=O ((S)-2-[4-(3ethoxy-2,6-difluoro-phenoxy)-2-oxo-2,5-dihydro-pyrrol-1-yl]-4-methyl-pentanoic acid methyl ester). Run in C(C)#N (acetonitrile), C(C)#N (acetonitrile). Procedure details: To a solution of (L)-leucine methyl ester hydrochloride (6.00 g, 0.033 mol) dissolved in acetonitrile (50 mL) was added (E)-4-bromo-3-(3-ethoxy-2,6-difluoro-phenoxy)-but-2-enoic acid ethyl ester (6.05 g) in acetonitrile (10 mL) and N,N-diisopropylethylamine (7.27 g, 0.056 mol) and the resulting mixture refluxed for 14 h. The reaction mixture was cooled to room temperature and then poured into ethyl acetate. The mixture was filtered to remove salts and the filtrate washed successively with satura... RXN SMILES: Cl.[CH3:2][O:3][C:4](=[O:11])[C@H:5]([CH2:7][CH:8]([CH3:10])[CH3:9])[NH2:6].C([O:14][C:15](=O)/[CH:16]=[C:17](/[O:20][C:21]1[C:26]([F:27])=[CH:25][CH:24]=[C:23]([O:28][CH2:29][CH3:30])[C:22]=1[F:31])\[CH2:18]Br)C.C(N(CC)C(C)C)(C)C.C(OCC)(=O)C>C(#N)C>[CH3:2][O:3][C:4](=[O:11])[C@@H:5]([N:6]1[CH2:18][C:17]([O:20][C:21]2[C:26]([F:27])=[CH:25][CH:24]=[C:23]([O:28][CH2:29][CH3:30])[C:22]=2[F:31])=[CH:16][C:15]1=[O:14])[CH2:7][CH:8]([CH3:10])[CH3:9] |f:0.1|. Starting materials: C(C)OC(\C=C(/CBr)\OC1=C(C(=CC=C1F)OCC)F)=O ((E)-4-bromo-3-(3-ethoxy-2,6-difluoro-phenoxy)-but-2-enoic acid ethyl ester), C(C)(C)N(C(C)C)CC (N,N-diisopropylethylamine), C(C)(=O)OCC (ethyl acetate), Cl.COC([C@@H](N)CC(C)C)=O ((L)-leucine methyl ester hydrochloride). The yield is 28.3%.